From a dataset of the Open Reaction Database (ORD), a public repository of structured organic reaction records. describe an organic reaction: reactants, conditions, products, and yield The reactants are CCOCC, CCN(C(C)C)C(C)C, CC(C)CC(C(=O)O)N(C)C1CCCCC1, Fc1ccc(C(c2ccc(F)cc2)N2CCNCC2)cc1, CN(C)C=O. Product: CC(C)CC(C(=O)N1CCN(C(c2ccc(F)cc2)c2ccc(F)cc2)CC1)N(C)C1CCCCC1. RXN SMILES: [CH3:47][CH2:48][O:49][CH2:50][CH3:51].[CH:17]([N:18]([CH2:19][CH3:20])[CH:21]([CH3:22])[CH3:23])([CH3:24])[CH3:25].[CH:1]1([N:7]([CH:8]([C:9](=[O:10])[OH:11])[CH2:12][CH:13]([CH3:14])[CH3:15])[CH3:16])[CH2:2][CH2:3][CH2:4][CH2:5][CH2:6]1.[F:26][c:27]1[cH:28][cH:29][c:30]([CH:33]([N:34]2[CH2:35][CH2:36][NH:37][CH2:38][CH2:39]2)[c:40]2[cH:41][cH:42][c:43]([F:46])[cH:44][cH:45]2)[cH:31][cH:32]1.[O:52]=[CH:53][N:54]([CH3:55])[CH3:56]>>[CH:1]1([N:7]([CH:8]([C:9](=[O:11])[N:37]2[CH2:36][CH2:35][N:34]([CH:33]([c:30]3[cH:29][cH:28][c:27]([F:26])[cH:32][cH:31]3)[c:40]3[cH:41][cH:42][c:43]([F:46])[cH:44][cH:45]3)[CH2:39][CH2:38]2)[CH2:12][CH:13]([CH3:14])[CH3:15])[CH3:16])[CH2:2][CH2:3][CH2:4][CH2:5][CH2:6]1.